From a dataset of the Open Reaction Database (ORD), a public repository of structured organic reaction records. describe an organic reaction: reactants, conditions, products, and yield Reactants: IR(KBr)cm−1, C=C(C)C (isobutene), aqueous solution, S(=S)(=O)([O-])[O-].[Na+].[Na+] (sodium thiosulfate), C([O-])(O)=O.[Na+] (sodium bicarbonate), H-isobutene(56), C(C)(C)(C)OC(=O)N1C(=CC=2CN(CCC21)C(=O)OC(C)(C)C)CO (1,5-bis(t-butoxycarbonyl)-2-hydroxymethyl-4,5,6,7-tetrahydro-1H-pyrrolo[3,2-c]pyridine), CC(=O)OI1(C=2C=CC=CC2C(=O)O1)(OC(=O)C)OC(=O)C (Dess-Martin periodinane). Solvent: C(C)(=O)OCC (ethyl acetate), C(Cl)Cl (methylene chloride). Conditions: time 1 hour. Product: C(C)(C)(C)OC(=O)N1C(=CC=2CN(CCC21)C(=O)OC(C)(C)C)C=O (1,5-Bis(t-butoxycarbonyl)-2-formyl-4,5,6,7-tetrahydro-1H-pyrrolo[3,2-c]pyridine). Reaction SMILES: [C:1]([O:5][C:6]([N:8]1[C:16]2[CH2:15][CH2:14][N:13]([C:17]([O:19][C:20]([CH3:23])([CH3:22])[CH3:21])=[O:18])[CH2:12][C:11]=2[CH:10]=[C:9]1[CH2:24][OH:25])=[O:7])([CH3:4])([CH3:3])[CH3:2].CC(OI1(OC(C)=O)(OC(C)=O)OC(=O)C2C=CC=CC1=2)=O.S([O-])([O-])(=O)=S.[Na+].[Na+].C(=O)(O)[O-].[Na+].C=C(C)C>C(Cl)Cl.C(OCC)(=O)C>[C:1]([O:5][C:6]([N:8]1[C:16]2[CH2:15][CH2:14][N:13]([C:17]([O:19][C:20]([CH3:23])([CH3:22])[CH3:21])=[O:18])[CH2:12][C:11]=2[CH:10]=[C:9]1[CH:24]=[O:25])=[O:7])([CH3:4])([CH3:2])[CH3:3] |f:2.3.4,5.6|. Reported procedure: To a solution of 1,5-bis(t-butoxycarbonyl)-2-hydroxymethyl-4,5,6,7-tetrahydro-1H-pyrrolo[3,2-c]pyridine (14.0 mg) in methylene chloride (2.0 ml), Dess-Martin periodinane (34.0 mg) was added at room temperature. The resulting mixture was stirred for 1 hour. To the reaction mixture, ethyl acetate (10 ml), a 10% aqueous solution (10 ml) of sodium thiosulfate and an aqueous solution (10 ml) of sodium bicarbonate were added to cause separation. The water layer was extracted with ethyl acetate (10 ml)...